Dataset: the Open Reaction Database (ORD), a public repository of structured organic reaction records. Task: describe an organic reaction: reactants, conditions, products, and yield Starting materials: [O-]S(=O)(=O)C(F)(F)F.[Yb+3].[O-]S(=O)(=O)C(F)(F)F.[O-]S(=O)(=O)C(F)(F)F (Ytterbiumtriflate), FC(C=1C=C(N)C=CC1)(F)F (m-trifluoromethylaniline), C1(CC(CCC1)=O)=O (1,3-cyclohexanedione), CO (Methanol). Run in O (Water). Conditions: time 1 hour. The product is FC(C=1C=C(C=CC1)NC1=CC(CCC1)=O)(F)F (3-(3-Trifluoromethyl-phenylamino)-cyclohex-2-enone). Reaction SMILES: [O-]S(C(F)(F)F)(=O)=O.[Yb+3].[O-]S(C(F)(F)F)(=O)=O.[O-]S(C(F)(F)F)(=O)=O.[F:26][C:27]([F:36])([F:35])[C:28]1[CH:29]=[C:30]([CH:32]=[CH:33][CH:34]=1)[NH2:31].[C:37]1(=O)[CH2:42][CH2:41][CH2:40][C:39](=[O:43])[CH2:38]1.CO>O>[F:26][C:27]([F:35])([F:36])[C:28]1[CH:29]=[C:30]([NH:31][C:37]2[CH2:42][CH2:41][CH2:40][C:39](=[O:43])[CH:38]=2)[CH:32]=[CH:33][CH:34]=1 |f:0.1.2.3|. Procedure details: Ytterbiumtriflate (138 mg; 0.223 mmol) is added to a solution of m-trifluoromethylaniline (5.55 mL; 44.6 mmol) and 1,3-cyclohexanedione (5.0 g; 44.6 mmol) and the mixture is stirred at room temperature for 1 h. Methanol is added to the suspension until everything is dissolved. Water is added and the precipitate is filtered off, washed with water and dried. Yield: 10.35 g. ESI mass spectrum: [M+H]+=256; Retention time HPLC: 0.47 min (X012_S01).